This data is from the Open Reaction Database (ORD), a public repository of structured organic reaction records. The task is: describe an organic reaction: reactants, conditions, products, and yield Starting materials: [Cl-].O[NH3+] (hydroxylammonium chloride), C(C)(=O)[O-].[Na+] (sodium acetate), FC(C(=O)C1=CC=C(C=C1)OC1=CC=CC=C1)(F)F (2,2,2-trifluoro-1-(4-phenoxyphenyl)-ethanone). The solvent is O (water), C(C)O (ethanol), O (water). Run at temperature 80 celsius. Product: FC(C(=NO)C1=CC=C(C=C1)OC1=CC=CC=C1)(F)F (2,2,2-trifluoro-1-(4-phenoxyphenyl)-ethanone oxime). The yield is 84.3%. Reaction SMILES: [F:1][C:2]([F:19])([F:18])[C:3]([C:5]1[CH:10]=[CH:9][C:8]([O:11][C:12]2[CH:17]=[CH:16][CH:15]=[CH:14][CH:13]=2)=[CH:7][CH:6]=1)=O.[Cl-].[OH:21][NH3+:22].C([O-])(=O)C.[Na+]>C(O)C.O>[F:1][C:2]([F:19])([F:18])[C:3]([C:5]1[CH:10]=[CH:9][C:8]([O:11][C:12]2[CH:17]=[CH:16][CH:15]=[CH:14][CH:13]=2)=[CH:7][CH:6]=1)=[N:22][OH:21] |f:1.2,3.4|. Reported procedure: 122 g (0.46 mol) of 2,2,2-trifluoro-1-(4-phenoxyphenyl)-ethanone are dissolved in 370 ml of ethanol and heated at 80° C. To the solution are added 33.3 g (0.48 mol) of hydroxylammonium chloride and 63.7 g (0.78 mol) of sodium acetate dissolved in 190 ml of water. The reaction mixture is refluxed for 5.5 hours, and poured into water. A pale yellow solid is precipitated. The solid is isolated by filtration and rinsed with water, and added in hexane and heated at 60° C. for 20 min. After cooling, t... Starting materials: C=CCc1nnc(NC(=O)N(CCl)CCC=O)s1, Cl, O. Product: C=CCc1nnc(N2C(=O)N(CCl)CCC2O)s1. RXN SMILES: [Cl:1][CH2:2][N:3]([C:4](=[O:5])[NH:6][c:7]1[s:8][c:9]([CH2:12][CH:13]=[CH2:14])[n:10][n:11]1)[CH2:15][CH2:16][CH:17]=[O:18].[ClH:19].[OH2:20]>>[Cl:1][CH2:2][N:3]1[C:4](=[O:5])[N:6]([c:7]2[s:8][c:9]([CH2:12][CH:13]=[CH2:14])[n:10][n:11]2)[CH:17]([OH:18])[CH2:16][CH2:15]1.